This data is from the Open Reaction Database (ORD), a public repository of structured organic reaction records. The task is: describe an organic reaction: reactants, conditions, products, and yield The reactants are CC(O)=S, OC1CN(Cc2ccccc2)C1, C1CCOC1, c1ccc(P(c2ccccc2)c2ccccc2)cc1. Product: CC(=O)SC1CN(Cc2ccccc2)C1. RXN SMILES: [C:20]([CH3:21])(=[S:22])[OH:23].[CH2:24]([c:25]1[cH:26][cH:27][cH:28][cH:29][cH:30]1)[N:31]1[CH2:32][CH:33]([OH:35])[CH2:34]1.[O:36]1[CH2:37][CH2:38][CH2:39][CH2:40]1.[c:1]1([P:2]([c:3]2[cH:4][cH:5][cH:6][cH:7][cH:8]2)[c:9]2[cH:10][cH:11][cH:12][cH:13][cH:14]2)[cH:15][cH:16][cH:17][cH:18][cH:19]1>>[C:20]([CH3:21])([S:22][CH:33]1[CH2:32][N:31]([CH2:24][c:25]2[cH:26][cH:27][cH:28][cH:29][cH:30]2)[CH2:34]1)=[O:23]. Starting materials: C(C)(=O)OCC=1CS[C@H]2N(C1C(=O)OC(C)(C)C)C([C@@]2(OC)N=[N+]=[N-])=O (t-butyl (6R,7S)-3-acetoxymethyl-7-azido-7-methoxyceph3-em-4-carboxylate), C (charcoal), [H][H] (hydrogen). The reagents and catalysts are [Pt]=O (platinum oxide). Run in O1CCOCC1 (dioxan), O1CCOCC1 (dioxan). The product is C(C)(=O)OCC=1CS[C@H]2N(C1C(=O)OC(C)(C)C)C([C@@]2(OC)N)=O (t-Butyl (6R,7S)-3-acetoxymethyl-7-amino-7-methoxyceph-3-em-4-carboxylate). As a reaction SMILES: [C:1]([O:4][CH2:5][C:6]1[CH2:7][S:8][C@@H:9]2[C@@:20]([N:23]=[N+]=[N-])([O:21][CH3:22])[C:19](=[O:26])[N:10]2[C:11]=1[C:12]([O:14][C:15]([CH3:18])([CH3:17])[CH3:16])=[O:13])(=[O:3])[CH3:2].[H][H].C>O1CCOCC1.[Pt]=O>[C:1]([O:4][CH2:5][C:6]1[CH2:7][S:8][C@@H:9]2[C@@:20]([NH2:23])([O:21][CH3:22])[C:19](=[O:26])[N:10]2[C:11]=1[C:12]([O:14][C:15]([CH3:17])([CH3:18])[CH3:16])=[O:13])(=[O:3])[CH3:2]. Reported procedure: A solution of t-butyl (6R,7R and S[5:1])-3-acetoxymethyl-7-azido-7-bromoceph-3-em-4-carboxylate (17.255 g, 39.8 mmole), pyridine (3.24 ml, 40 mmole), silver tetrafluoroborate (8.55 g, 43.8 mmole) in methylene chloride (160 ml), and methanol (320 ml) was stirred at +20° to +25° for 16 hours (a grey precipitate appeared within 1 to 2 minutes, but t.l.c. indicated that the long reaction-time was necessary). The mixture was filtered through Celite and the filtrate was evaporated and chromatographed ... Starting materials: BrC1=C(C=O)C(=CC(=C1)F)N1C(C2=CC=3CC(CC3N2CC1)(C)C)=O (2-Bromo-6-{4,4-dimethyl-9-oxo-1,10-diazatricyclo[6.4.0.02,6]dodeca-2(6),7-dien-10-yl}-4-fluorobenzaldehyde), CN1C(C(=CC(=C1)B1OC(C(O1)(C)C)(C)C)NC1=NC=C(C=C1)N1[C@H](CN(CC1)C1COC1)C)=O ((S)-1-methyl-3-(5-(2-methyl-4-(oxetan-3-yl)piperazin-1-yl)pyridin-2-ylamino)-5-(4,4,5,5-tetramethyl-1,3,2-dioxaborolan-2-yl)pyridin-2(1H)-one), C(C)(=O)[O-].[K+] (potassium acetate), [O-]P(=O)([O-])[O-].[K+].[K+].[K+] (K3PO4). The reagents and catalysts are O (water), C1=CC=C(C=C1)P([C-]2C=CC=C2)C3=CC=CC=C3.C1=CC=C(C=C1)P([C-]2C=CC=C2)C3=CC=CC=C3.Cl[Pd]Cl.[Fe+2] (Pd(dppf)Cl2). The solvent is C(C)#N (acetonitrile). Reaction conditions: temperature 100 celsius. Yields the product CC1(CC=2N3CCN(C(C3=CC2C1)=O)C1=C(C=O)C(=CC(=C1)F)C1=CN(C(C(=C1)NC1=NC=C(C=C1)N1[C@H](CN(CC1)C1COC1)C)=O)C)C (2-{4,4-Dimethyl-9-oxo-1,10-diazatricyclo[6.4.0.02,6]dodeca-2(6),7-dien-10-yl}-4-fluoro-6-[1-methyl-5-({5-[(2S)-2-methyl-4-(oxetan-3-yl)piperazin-1-yl]pyridin-2-yl}amino)-6-oxo-1,6-dihydropyridin-3-yl]benzaldehyde). Isolated yield 74.9%. Reaction SMILES: Br[C:2]1[CH:9]=[C:8]([F:10])[CH:7]=[C:6]([N:11]2[CH2:22][CH2:21][N:20]3[C:13](=[CH:14][C:15]4[CH2:16][C:17]([CH3:24])([CH3:23])[CH2:18][C:19]=43)[C:12]2=[O:25])[C:3]=1[CH:4]=[O:5].[CH3:26][N:27]1[CH:32]=[C:31](B2OC(C)(C)C(C)(C)O2)[CH:30]=[C:29]([NH:42][C:43]2[CH:48]=[CH:47][C:46]([N:49]3[CH2:54][CH2:53][N:52]([CH:55]4[CH2:58][O:57][CH2:56]4)[CH2:51][C@@H:50]3[CH3:59])=[CH:45][N:44]=2)[C:28]1=[O:60].C([O-])(=O)C.[K+].[O-]P([O-])([O-])=O.[K+].[K+].[K+]>O.C1C=CC(P(C2C=CC=CC=2)[C-]2C=CC=C2)=CC=1.C1C=CC(P(C2C=CC=CC=2)[C-]2C=CC=C2)=CC=1.Cl[Pd]Cl.[Fe+2].C(#N)C>[CH3:23][C:17]1([CH3:24])[CH2:16][C:15]2[CH:14]=[C:13]3[N:20]([CH2:21][CH2:22][N:11]([C:6]4[CH:7]=[C:8]([F:10])[CH:9]=[C:2]([C:31]5[CH:30]=[C:29]([NH:42][C:43]6[CH:48]=[CH:47][C:46]([N:49]7[CH2:54][CH2:53][N:52]([CH:55]8[CH2:56][O:57][CH2:58]8)[CH2:51][C@@H:50]7[CH3:59])=[CH:45][N:44]=6)[C:28](=[O:60])[N:27]([CH3:26])[CH:32]=5)[C:3]=4[CH:4]=[O:5])[C:12]3=[O:25])[C:19]=2[CH2:18]1 |f:2.3,4.5.6.7,9.10.11.12|. Reported procedure: A 50-mL round-bottomed flask equipped with a magnetic stirrer and a reflux condenser was charged with 128a (303 mg, 0.75 mmol), 1-methyl-3-({5-[(2S)-2-methyl-4-(oxetan-3-yl)piperazin-1-yl]pyridin-2-yl}amino)-5-(4,4,5,5-tetramethyl-1,3,2-dioxa-borolan-2-yl)-1,2-dihydropyridin-2-one 113f (385 mg, 0.80 mmol), Pd(dppf)Cl2 (68.6 mg, 0.075 mmol), potassium acetate (147 mg, 1.50 mmol), K3PO4 (327 mg, 1.50 mmol), acetonitrile (15 mL), and water (6 drops). After three cycles of vacuum/argon flush, the mi... Starting materials: [N+](=O)(O)[O-].NC(=O)N (urea nitrate), [N+](=O)(O)[O-].NC(=O)N (urea nitrate), [N+](=O)(O)[O-].NC(=O)N (urea nitrate). The solvent is P(O)(O)(O)=O (phosphoric acid), P(O)(O)(O)=O (phosphoric acid). Conditions: time 37.5 minute. Yields the product NC(=O)N (urea), [N+](=O)([O-])[O-].[NH4+] (ammonium nitrate). As a reaction SMILES: [N+:1]([O-:4])([OH:3])=[O:2].[NH2:5][C:6]([NH2:8])=[O:7]>P(=O)(O)(O)O>[NH2:5][C:6]([NH2:8])=[O:7].[N+:1]([O-:4])([O-:3])=[O:2].[NH4+:1] |f:0.1,4.5|. Procedure: The washed urea nitrate filter cake is reacted with ammonia and water to form a solution of urea and ammonium nitrate. Urea is added as needed to adjust the composition of the solution. The reaction is carried out with efficient agitation and cooling to preclude the possibility of localized over-heating which could possibly cause decomposition of some of the nitrate. FIG. 3 is a flowsheet of a preferred embodiment of my process which generally illustrates the principles of my new and novel proce...